This data is from the Open Reaction Database (ORD), a public repository of structured organic reaction records. The task is: describe an organic reaction: reactants, conditions, products, and yield Starting materials: C(C)(C)(C)OO (t-Butylhydroperoxide), solution, ClC1=C(C=CC(=C1)S(=O)(=O)C1=CC=C(C=C1)SC)NC([C@@](C(F)(F)F)(C)O)=O ((R)-N-{2-chloro-4-[4-(methylsulphanyl)phenylsulphonyl]phenyl}-2-hydroxy-2-methyl-3,3,3-trifluoropropanamide), d-10-camphorsulphonic acid. Run in C1(=CC=CC=C1)C (toluene), C(Cl)(Cl)Cl (chloroform). Conditions: time 64 hour. Product: ClC1=C(C=CC(=C1)S(=O)(=O)C1=CC=C(C=C1)S(=O)C)NC([C@@](C(F)(F)F)(C)O)=O ((R)-N-{2-Chloro-4-[4-(methylsulphinyl)phenylsulphonyl]phenyl}-2-hydroxy-2-methyl-3,3,3-trifluoropropanamide). Reaction SMILES: C([O:5]O)(C)(C)C.[Cl:7][C:8]1[CH:13]=[C:12]([S:14]([C:17]2[CH:22]=[CH:21][C:20]([S:23][CH3:24])=[CH:19][CH:18]=2)(=[O:16])=[O:15])[CH:11]=[CH:10][C:9]=1[NH:25][C:26](=[O:34])[C@:27]([OH:33])([CH3:32])[C:28]([F:31])([F:30])[F:29]>C1(C)C=CC=CC=1.C(Cl)(Cl)Cl>[Cl:7][C:8]1[CH:13]=[C:12]([S:14]([C:17]2[CH:22]=[CH:21][C:20]([S:23]([CH3:24])=[O:5])=[CH:19][CH:18]=2)(=[O:15])=[O:16])[CH:11]=[CH:10][C:9]=1[NH:25][C:26](=[O:34])[C@:27]([OH:33])([CH3:32])[C:28]([F:30])([F:31])[F:29]. Procedure: t-Butylhydroperoxide (0.36 ml of a 3M solution in toluene) was added to a solution of (R)-N-{2-chloro-4-[4-(methylsulphanyl)phenylsulphonyl]phenyl}-2-hydroxy-2-methyl-3,3,3-trifluoropropanamide (Example 2) (0.247 g) and d-10-camphorsulphonic acid (0.012 g) in chloroform (5 ml) and the mixture was stirred at ambient temperature for 64 hours. The reaction mixture was transferred directly to a silica gel Mega Bond Elut column and eluted with 0-80% ethyl acetate/hexane to give the title compound (0....